Dataset: the Open Reaction Database (ORD), a public repository of structured organic reaction records. Task: describe an organic reaction: reactants, conditions, products, and yield Starting materials: O (water), C(C(C)(C)C)(=O)SCC1C(N[C@@H](CSCCCCCCC1)C(=O)O)=O ((3R)-6-(Pivaloylthiomethyl)-5-oxo-1thia-4-azacyclotridecane-3-carboxylic acid), C(C1=CC=CC=C1)Br (benzyl bromide), C([O-])([O-])=O.[Cs+].[Cs+] (cesium carbonate). Run in CN(C=O)C (dimethylformamide). Run at time 8 hour. Product: C(C(C)(C)C)(=O)SCC1C(N[C@@H](CSCCCCCCC1)C(=O)OCC1=CC=CC=C1)=O (benzyl (3R)-6-(pivaloylthiomethyl)-5-oxo-1-thia-4-azacyclotridecane-3-carboxylate). As a reaction SMILES: [C:1]([S:7][CH2:8][CH:9]1[CH2:21][CH2:20][CH2:19][CH2:18][CH2:17][CH2:16][CH2:15][S:14][CH2:13][C@@H:12]([C:22]([OH:24])=[O:23])[NH:11][C:10]1=[O:25])(=[O:6])[C:2]([CH3:5])([CH3:4])[CH3:3].C(=O)([O-])[O-].[Cs+].[Cs+].[CH2:32](Br)[C:33]1[CH:38]=[CH:37][CH:36]=[CH:35][CH:34]=1.O>CN(C)C=O>[C:1]([S:7][CH2:8][CH:9]1[CH2:21][CH2:20][CH2:19][CH2:18][CH2:17][CH2:16][CH2:15][S:14][CH2:13][C@@H:12]([C:22]([O:24][CH2:32][C:33]2[CH:38]=[CH:37][CH:36]=[CH:35][CH:34]=2)=[O:23])[NH:11][C:10]1=[O:25])(=[O:6])[C:2]([CH3:4])([CH3:5])[CH3:3] |f:1.2.3|. Procedure: (3R)-6-(Pivaloylthiomethyl)-5-oxo-1thia-4-azacyclotridecane-3-carboxylic acid (0.25 g, 0.64 mmol) is dissolved in dimethylformamide (5 ml) and cesium carbonate (0.23 g, 0.71 mmol) is added, followed by benzyl bromide (0.11 g, 0.64 mmol). The mixture is stirred overnight at room temperature, poured into water (300 ml) and extracted with ethyl acetate (2×100 ml). The combined organic layers are washed with water (2×100 ml), brine (1×200 ml), dried (MgSO4) and the solvent is evaporated. Silica gel ... Reactants: N[C@@H](CC(C)C)CO ((S)-(+)-leucinol), FC1=C(C=O)C=CC(=C1)F (2,4-difluorobenzaldehyde), O (water). Run in C1=CC=CC=C1 (benzene). Product: FC1=C(C=N[C@H](CO)CC(C)C)C=CC(=C1)F ((2S)-2-[(2,4-difluorobenzylidene)-amino]-4-methylpentan-1-ol). As a reaction SMILES: [NH2:1][C@H:2]([CH2:7][OH:8])[CH2:3][CH:4]([CH3:6])[CH3:5].[F:9][C:10]1[CH:17]=[C:16]([F:18])[CH:15]=[CH:14][C:11]=1[CH:12]=O.O>C1C=CC=CC=1>[F:9][C:10]1[CH:17]=[C:16]([F:18])[CH:15]=[CH:14][C:11]=1[CH:12]=[N:1][C@@H:2]([CH2:3][CH:4]([CH3:6])[CH3:5])[CH2:7][OH:8]. Procedure: A solution of (S)-(+)-leucinol (2.47 g, 21 mmol) and 2,4-difluorobenzaldehyde (3 g, 21 mmol) in benzene (50 mL) was heated to reflux for 4 hours during which time water was collected in a Dean-Stark trap. The solvent was evaporated in vacuum to give (2S)-2-[(2,4-difluorobenzylidene)-amino]-4-methylpentan-1-ol. Reactants: C(C)(C)(C)OC(=O)N1C[C@@H](CC1)NC1=CC=C(C=N1)/C=C/C(=O)O ((2E)-3-(6-{[(3R)-1-(tert-butoxycarbonyl)-3-pyrrolidinyl]amino}-3-pyridinyl)acrylic acid), 0-(tetrahydro-2H-pyran-2-yl)hydroxylamine, C=1C=CC2=C(C1)N=NN2O (HOBt), CCN=C=NCCCN(C)C (EDCI), C(=O)(C)OCC.O (AcOEt-H2O). The solvent is CN(C)C=O (DMF). Run at time 15 hour. Product: O=C(/C=C/C=1C=CC(=NC1)N[C@H]1CN(CC1)C(=O)OC(C)(C)C)NOC1OCCCC1 (tert-butyl (3R)-3-[(5-[(1E)-3-oxo-3-[(tetrahydro-2H-pyran-2-yloxy)amino]-1-propen-1-yl)-2-pyridinyl)amino]-1-pyrrolidinecarboxylate). As a reaction SMILES: [C:1]([O:5][C:6]([N:8]1[CH2:12][CH2:11][C@@H:10]([NH:13][C:14]2[N:19]=[CH:18][C:17](/[CH:20]=[CH:21]/[C:22]([OH:24])=O)=[CH:16][CH:15]=2)[CH2:9]1)=[O:7])([CH3:4])([CH3:3])[CH3:2].C1C=CC2[N:33]([OH:34])N=NC=2C=1.CCN=C=N[CH2:40][CH2:41][CH2:42]N(C)C.[C:46](OCC)([CH3:48])=[O:47].O>CN(C=O)C>[O:24]=[C:22]([NH:33][O:34][CH:40]1[CH2:41][CH2:42][CH2:48][CH2:46][O:47]1)/[CH:21]=[CH:20]/[C:17]1[CH:16]=[CH:15][C:14]([NH:13][C@@H:10]2[CH2:11][CH2:12][N:8]([C:6]([O:5][C:1]([CH3:2])([CH3:3])[CH3:4])=[O:7])[CH2:9]2)=[N:19][CH:18]=1 |f:3.4|. Procedure: A mixture of (2E)-3-(6-{[(3R)-1-(tert-butoxycarbonyl)-3-pyrrolidinyl]amino}-3-pyridinyl)acrylic acid (450 mg), 0-(tetrahydro-2H-pyran-2-yl)hydroxylamine (174 mg), HOBt (191 mg) and EDCI (220 mg) in DMF (20 ml) was stirred at ambient temperature for 15 hours. The reaction mixture was poured into a mixture of AcOEt-H2O and the organic layer was washed with brine and dried over MgSO4. The solvent was evaporated in vacuo and the residue was chromatographed on silicagel eluting with AcOEt-MeOH (95:5)... Reactants: C1COCCN1, NC(=O)c1cc(Cl)ccc1[N+](=O)[O-], [K+], [K+], O=C([O-])[O-], CN(C)C=O, O. Yields the product NC(=O)c1cc(N2CCOCC2)ccc1[N+](=O)[O-]. RXN SMILES: [CH2:14]1[CH2:15][O:16][CH2:17][CH2:18][NH:19]1.[Cl:1][c:2]1[cH:3][cH:4][c:5]([N+:11](=[O:12])[O-:13])[c:6]([C:7](=[O:8])[NH2:9])[cH:10]1.[K+:20].[K+:21].[O-:22][C:23]([O-:24])=[O:25].[O:27]=[CH:28][N:29]([CH3:30])[CH3:31].[OH2:26]>>[c:2]1([N:19]2[CH2:14][CH2:15][O:16][CH2:17][CH2:18]2)[cH:3][cH:4][c:5]([N+:11](=[O:12])[O-:13])[c:6]([C:7](=[O:8])[NH2:9])[cH:10]1. The reactants are CN1CCCC1Cc1ccccc1, [Na+], [OH-], O, O=[N+]([O-])O, O=S(=O)(O)O. The product is CN1CCCC1Cc1ccc([N+](=O)[O-])cc1. RXN SMILES: [CH2:1]([c:2]1[cH:3][cH:4][cH:5][cH:6][cH:7]1)[CH:8]1[N:9]([CH3:13])[CH2:10][CH2:11][CH2:12]1.[Na+:20].[OH-:19].[OH2:18].[OH:14][N+:15]([O-:16])=[O:17].[S:21](=[O:22])(=[O:23])([OH:24])[OH:25]>>[CH2:1]([c:2]1[cH:3][cH:4][c:5]([N+:15](=[O:14])[O-:16])[cH:6][cH:7]1)[CH:8]1[N:9]([CH3:13])[CH2:10][CH2:11][CH2:12]1. Starting materials: ClC=1C=C(C=NC1OC(C)C)COC1=CC(=C(C(=O)O)C=C1F)F (4-((5-chloro-6-isopropoxypyridin-3-yl)methoxy)-2,5-difluorobenzoic acid), C(C)N(C(C)C)C(C)C (N-ethyl-N-isopropylpropan-2-amine), CN(S(=O)(=O)N)C (N,N-dimethylsulfamide). Reagents/catalysts: CN(C)C=1C=CN=CC1 (DMAP). Solvent: C(Cl)Cl (DCM). Reaction conditions: time 18 hour. Yields the product ClC=1C=C(C=NC1OC(C)C)COC1=CC(=C(C(=O)NS(=O)(=O)N(C)C)C=C1F)F (4-[(5-chloro-6-isopropoxypyridin-3-yl)methoxy]-N-[(dimethylamino)sulfonyl]-2,5-difluorobenzamide). Reaction SMILES: [Cl:1][C:2]1[CH:3]=[C:4]([CH2:12][O:13][C:14]2[C:22]([F:23])=[CH:21][C:17]([C:18](O)=[O:19])=[C:16]([F:24])[CH:15]=2)[CH:5]=[N:6][C:7]=1[O:8][CH:9]([CH3:11])[CH3:10].C(N(C(C)C)C(C)C)C.[CH3:34][N:35]([CH3:40])[S:36]([NH2:39])(=[O:38])=[O:37]>C(Cl)Cl.CN(C1C=CN=CC=1)C>[Cl:1][C:2]1[CH:3]=[C:4]([CH2:12][O:13][C:14]2[C:22]([F:23])=[CH:21][C:17]([C:18]([NH:39][S:36]([N:35]([CH3:40])[CH3:34])(=[O:38])=[O:37])=[O:19])=[C:16]([F:24])[CH:15]=2)[CH:5]=[N:6][C:7]=1[O:8][CH:9]([CH3:11])[CH3:10]. Reported procedure: To 4-((5-chloro-6-isopropoxypyridin-3-yl)methoxy)-2,5-difluorobenzoic acid (Preparation 9, 0.05 g, 0.14 mmol) in solution in DCM (5 mL) is added WSCDI (0.04 g, 0.21 mmol), DMAP (0.026 g, 0.21 mmol) and N-ethyl-N-isopropylpropan-2-amine (0.09 mL, 0.42 mmol). After 10 minutes was added N,N-dimethylsulfamide (0.026 g, 0.21 mmol) and the reaction was left at room temperature for 18 hours. The reaction mixture was concentrated in vacuo and purified using reverse phase preparative HPLC to afford the t... Reactants: C(C)(C)(C)OC(CN1C(=NC2=C1C=CC(=C2)N(C(C2=CC(=CC=C2)Cl)=O)CC2=CC=CC=C2)CCC)=O ({5-[Benzyl-(3-chloro-benzoyl)-amino]-2-propyl-benzoimidazol-1-yl}-acetic acid tert-butyl ester), C(=O)(C(F)(F)F)O (TFA). The product is C(C1=CC=CC=C1)N(C1=CC2=C(N(C(=N2)CCC)CC(=O)O)C=C1)C(C1=CC(=CC=C1)Cl)=O ({5-[Benzyl-(3 -chloro-benzoyl)-amino]-2-propyl-benzoimidazol-1-yl}-acetic acid). RXN SMILES: C([O:5][C:6](=[O:37])[CH2:7][N:8]1[C:12]2[CH:13]=[CH:14][C:15]([N:17]([CH2:27][C:28]3[CH:33]=[CH:32][CH:31]=[CH:30][CH:29]=3)[C:18](=[O:26])[C:19]3[CH:24]=[CH:23][CH:22]=[C:21]([Cl:25])[CH:20]=3)=[CH:16][C:11]=2[N:10]=[C:9]1[CH2:34][CH2:35][CH3:36])(C)(C)C.C(O)(C(F)(F)F)=O>>[CH2:27]([N:17]([C:18](=[O:26])[C:19]1[CH:24]=[CH:23][CH:22]=[C:21]([Cl:25])[CH:20]=1)[C:15]1[CH:14]=[CH:13][C:12]2[N:8]([CH2:7][C:6]([OH:37])=[O:5])[C:9]([CH2:34][CH2:35][CH3:36])=[N:10][C:11]=2[CH:16]=1)[C:28]1[CH:33]=[CH:32][CH:31]=[CH:30][CH:29]=1. Procedure: {5-[Benzyl-(3-chloro-benzoyl)-amino]-2-propyl-benzoimidazol-1-yl}-acetic acid tert-butyl ester (0.12 mmol) was treated with TFA (2 mL) for 2 hours, concentrated, and purified by preparative LCMS to give the title compound. 1H NMR (d6-DMSO) δ7.89 (m, 1H), 7.71 (m, 1H), 7.52 (m, 1H), 7.45 (m, 1H), 7.21 (m, 6H), 6.91 (m, 1H), 5.11 (s, 2H), 4.91 (s, 2H), 2.65 (t, 2H), 1.71 (m, 2H), 0.92 (t, 3H). MS calculated for C26H24ClN3O3+H: 462, observed: 462. The reactants are [Cl-].ClCC1=[NH+]C=C(C(=C1)OC)OC (2-chloromethyl-4,5-dimethoxypyridinium chloride), SC1=NC2=C(N1)C=CC(=C2)OC(F)(F)F (2-mercapto-5-trifluoromethoxy-1H-benzimidazole). Solvent: C(C)O (ethanol), [OH-].[Na+] (sodium hydroxide). Run at temperature 20 celsius, time 2 hour. Product: COC1=CC(=NC=C1OC)CSC1=NC2=C(N1)C=CC(=C2)OC(F)(F)F (2-[(4,5-Dimethoxy-2-pyridyl)methylthio]-5-trifluoromethoxy-1H-benzimidazole). Reaction SMILES: [Cl-].Cl[CH2:3][C:4]1[CH:9]=[C:8]([O:10][CH3:11])[C:7]([O:12][CH3:13])=[CH:6][NH+:5]=1.[SH:14][C:15]1[NH:19][C:18]2[CH:20]=[CH:21][C:22]([O:24][C:25]([F:28])([F:27])[F:26])=[CH:23][C:17]=2[N:16]=1>C(O)C.[OH-].[Na+]>[CH3:11][O:10][C:8]1[C:7]([O:12][CH3:13])=[CH:6][N:5]=[C:4]([CH2:3][S:14][C:15]2[NH:19][C:18]3[CH:20]=[CH:21][C:22]([O:24][C:25]([F:28])([F:26])[F:27])=[CH:23][C:17]=3[N:16]=2)[CH:9]=1 |f:0.1,4.5|. Reported procedure: 1.57 g of 2-chloromethyl-4,5-dimethoxypyridinium chloride are added to a solution of 1.64 g of 2-mercapto-5-trifluoromethoxy-1H-benzimidazole in 40 ml of ethanol and 20 ml of 1N sodium hydroxide solution, the mixture is stirred at 20° C. for 2 hours and then at 40° C. for a further hour, the ethanol is distilled off on a rotary evaporator (10 mbar/40° C.) and the colorless precipitate which thereby separates out is filtered off over a suction filter, rinsed with 1N sodium hydroxide solution and ...